From a dataset of the Open Reaction Database (ORD), a public repository of structured organic reaction records. describe an organic reaction: reactants, conditions, products, and yield Reactants: ClC1=C(C=C(C=C1C(F)(F)F)[N+](=O)[O-])[N+](=O)[O-] (4-chloro-5-trifluoromethyl-1,3-dinitrobenzene), C(=O)([O-])[O-].[Na+].[Na+] (Na2CO3), NCC(C)O (1-aminopropan-2-ol). Run in O (water). Run at temperature 80 celsius, time 1 hour. The product is OC(CNC1=C(C=C(C=C1C(F)(F)F)[N+](=O)[O-])[N+](=O)[O-])C (4-((2-hydroxypropyl)amino)-5-trifluoromethyl-1,3-dinitrobenzene). RXN SMILES: Cl[C:2]1[C:7]([C:8]([F:11])([F:10])[F:9])=[CH:6][C:5]([N+:12]([O-:14])=[O:13])=[CH:4][C:3]=1[N+:15]([O-:17])=[O:16].C([O-])([O-])=O.[Na+].[Na+].[NH2:24][CH2:25][CH:26]([OH:28])[CH3:27]>O>[OH:28][CH:26]([CH3:27])[CH2:25][NH:24][C:2]1[C:7]([C:8]([F:11])([F:10])[F:9])=[CH:6][C:5]([N+:12]([O-:14])=[O:13])=[CH:4][C:3]=1[N+:15]([O-:17])=[O:16] |f:1.2.3|. Procedure details: 27 g of 4-chloro-5-trifluoromethyl-1,3-dinitrobenzene are initially introduced into 100 ml of water with 5.3 g of Na2CO3, and 13.5 g of 1-aminopropan-2-ol are added at 80° C. in the course of 30 minutes. The mixture is subsequently stirred at 80° C. for one hour and then cooled to room temperature, and the product which has precipitated is filtered off and dried in a vacuum drying cabinet. The reactants are NC1=NC(=CC(=N1)Cl)NC (2-amino-4-chloro-6-methylaminopyrimidine), NC1=NC(=CC(=N1)Cl)Cl (2-amino-4,6-dichloropyrimidine), NC1=NC(=CC(=N1)Cl)Cl (2-Amino-4,6-dichloropyrimidine), CN (methylamine), C(C)O (ethanol). Conditions: temperature 70 celsius, time 4 hour. Product: NC1=NC(=CC(=N1)NC1=CC=CC=C1)NC (2-amino-4-anilino-6-methylaminopyrimidine). RXN SMILES: [NH2:1][C:2]1[N:7]=[C:6](Cl)[CH:5]=[C:4]([NH:9][CH3:10])[N:3]=1.NC1[N:17]=[C:16](Cl)[CH:15]=[C:14](Cl)N=1.[CH3:20]N.[CH2:22](O)[CH3:23]>>[NH2:1][C:2]1[N:7]=[C:6]([NH:17][C:16]2[CH:15]=[CH:14][CH:23]=[CH:22][CH:20]=2)[CH:5]=[C:4]([NH:9][CH3:10])[N:3]=1. Reported procedure: 2-Amino-4-anilino-6-methylaminopyrimidine was synthesized, via 2-amino-4-chloro-6-methylaminopyrimidine, with 2-amino-4,6-dichloropyrimidine as a starting material. 2-Amino-4,6-dichloropyrimidine (32.8 g), a 40% aqueous methylamine solution (34.5 mL), and ethanol (300 mL) were mixed, followed by stirring at an internal temperature of 70° C. for 4 hours. Subsequently, the solvent was concentrated under reduced pressure, and crystallization from acetonitrile was performed. The product was collecte... Starting materials: O[C@@H]1CC2=CC[C@H]3[C@@H]4CC[C@H](C(C)=O)[C@]4(CC[C@@H]3[C@]2(CC1)C)C (3β-Hydroxy-5-pregnen-20-one), O=O (singlet oxygen). The product is O(O)[C@]12C=C[C@H]3[C@@H]4CC[C@H](C(C)=O)[C@]4(CC[C@@H]3[C@]2(CC[C@@H](C1)O)C)C (5α-hydroperoxy-3β-hydroxy-6-pregnene-20-one). Reaction SMILES: [OH:1][C@H:2]1[CH2:21][CH2:20][C@@:19]2([CH3:22])[C:4](=[CH:5][CH2:6][C@@H:7]3[C@@H:18]2[CH2:17][CH2:16][C@@:15]2([CH3:23])[C@H:8]3[CH2:9][CH2:10][C@@H:11]2[C:12](=[O:14])[CH3:13])[CH2:3]1.[O:24]=[O:25]>>[O:24]([C@:4]12[CH2:3][C@@H:2]([OH:1])[CH2:21][CH2:20][C@:19]1([CH3:22])[C@@H:18]1[C@H:7]([C@H:8]3[C@:15]([CH3:23])([CH2:16][CH2:17]1)[C@@H:11]([C:12](=[O:14])[CH3:13])[CH2:10][CH2:9]3)[CH:6]=[CH:5]2)[OH:25]. Procedure details: 3β-Hydroxy-5-pregnen-20-one 1 reacts with singlet oxygen to yield 5α-hydroperoxy-3β-hydroxy-6-pregnene-20-one 2. This hydroperoxide undergoes a rearrangement when in chloroform solution to yield 7α-hydroperoxy-3β-hydroxy-5-pregnene-17-one, 3. Treatment of the hydroperoxide with zinc and acetic acid yields 3β,7α-dihydroxy-5-pregnen-20-one 4. ##STR27## Procedure: Using the method of tetrazole formation described in Example 1 with 5-[[4-(4-acetyl-3-hydroxy-2-propyl-phenoxymethyl)-phenyl]-(tetrahydro-pyran-2-yloxy)-methyl]-2-methoxy-benzonitrile (1.00 g, 1.89 mmol), the title compound is obtained (0.620 g, 1.10 mmol, 58%): MS (m/z): 571 (M−1). Reaction SMILES: [NH:1]1[CH:5]=[N:4][N:3]=[N:2]1.[C:6]([C:9]1[CH:40]=[CH:39][C:12]([O:13][CH2:14][C:15]2[CH:20]=[CH:19][C:18]([CH:21]([O:32][CH:33]3[CH2:38][CH2:37][CH2:36][CH2:35][O:34]3)[C:22]3[CH:23]=[CH:24][C:25]([O:30][CH3:31])=[C:26]([CH:29]=3)C#N)=[CH:17][CH:16]=2)=[C:11]([CH2:41][CH2:42][CH3:43])[C:10]=1[OH:44])(=[O:8])[CH3:7]>>[OH:44][C:10]1[C:11]([CH2:41][CH2:42][CH3:43])=[C:12]([O:13][CH2:14][C:15]2[CH:16]=[CH:17][C:18]([CH:21]([C:22]3[CH:29]=[CH:26][C:25]([O:30][CH3:31])=[C:24]([C:5]4[N:1]=[N:2][NH:3][N:4]=4)[CH:23]=3)[O:32][CH:33]3[CH2:38][CH2:37][CH2:36][CH2:35][O:34]3)=[CH:19][CH:20]=2)[CH:39]=[CH:40][C:9]=1[C:6](=[O:8])[CH3:7]. The product is OC1=C(C=CC(=C1CCC)OCC1=CC=C(C=C1)C(OC1OCCCC1)C1=CC(=C(C=C1)OC)C=1N=NNN1)C(C)=O (1-(2-hydroxy-4-{4-[[4-methoxy-3-(2H-tetrazol-5-yl)-phenyl]-(tetrahydro-pyran-2-yloxy)-methyl]-benzyloxy}-3-propyl-phenyl)-ethanone). The reactants are N1N=NN=C1 (tetrazole), C(C)(=O)C1=C(C(=C(OCC2=CC=C(C=C2)C(C=2C=CC(=C(C#N)C2)OC)OC2OCCCC2)C=C1)CCC)O (5-[[4-(4-acetyl-3-hydroxy-2-propyl-phenoxymethyl)-phenyl]-(tetrahydro-pyran-2-yloxy)-methyl]-2-methoxy-benzonitrile). Reactants: [H-].[Na+] (sodium hydride), C([O-])(O)=O.[Na+] (sodium bicarbonate), COC([C@@H](NC(=O)OCC1=CC=CC=C1)CC1=CC=C(C=C1)O)=O (N-benzyloxycarbonyl-tyrosine-methyl ester), C(CC)Br (propyl bromide). Solvent: CN(C=O)C (N,N-dimethylformamide), C(C)(=O)OCC (ethyl acetate). Reaction conditions: time 10 minute. Yields the product COC([C@@H](NC(=O)OCC1=CC=CC=C1)CC1=CC=C(C=C1)OCCC)=O (N-Benzyloxycarbonyl-3-[4-propoxyphenyl]-alanine-methyl ester). Reaction SMILES: [CH3:1][O:2][C:3](=[O:24])[C@H:4]([CH2:16][C:17]1[CH:22]=[CH:21][C:20]([OH:23])=[CH:19][CH:18]=1)[NH:5][C:6]([O:8][CH2:9][C:10]1[CH:15]=[CH:14][CH:13]=[CH:12][CH:11]=1)=[O:7].[H-].[Na+].[CH2:27](Br)[CH2:28][CH3:29].C(=O)(O)[O-].[Na+]>CN(C)C=O.C(OCC)(=O)C>[CH3:1][O:2][C:3](=[O:24])[C@H:4]([CH2:16][C:17]1[CH:18]=[CH:19][C:20]([O:23][CH2:27][CH2:28][CH3:29])=[CH:21][CH:22]=1)[NH:5][C:6]([O:8][CH2:9][C:10]1[CH:15]=[CH:14][CH:13]=[CH:12][CH:11]=1)=[O:7] |f:1.2,4.5|. Procedure: 4.94 g (15 mmol) of N-benzyloxycarbonyl-tyrosine-methyl ester is dissolved in 25 ml of anhydrous N,N-dimethylformamide and mixed at 5° C. under argon with 0.61 g (15.5 mmol) of sodium hydride dispersion (60% in mineral oil). The batch is allowed to stir for 10 minutes, then 1.91 g (15.5 mmol) of propyl bromide is added, the reaction temperature is allowed to increase to room temperature and it is stirred for another two hours. For working-up, the batch is taken up in ethyl acetate and shaken out... The reactants are ClC=1C=CC=2C(C3=C(NC2C1)C(=NN(C3=O)CCO)O)=O (7-chloro-4-hydroxy-2-(2-hydroxyethyl)-1,2,5,10-tetrahydropyridazino[4,5-b]quinoline-1,10-dione), solution, Br (hydrobromic acid), C(C)(=O)O (acetic acid). Solvent: O (water). The product is C(C)(=O)OCCN1N=C(C=2NC=3C=C(C=CC3C(C2C1=O)=O)Cl)O (2-(2-Acetoxyethyl)-7-chloro-4-hydroxy-1,2,5,10-tetrahydropyridazino[4,5-b]quinoline-1,10-dione). The yield is 86.0%. Reaction SMILES: [Cl:1][C:2]1[CH:3]=[CH:4][C:5]2[C:6](=[O:21])[C:7]3[C:15](=[O:16])[N:14]([CH2:17][CH2:18][OH:19])[N:13]=[C:12]([OH:20])[C:8]=3[NH:9][C:10]=2[CH:11]=1.Br.[C:23](O)(=[O:25])[CH3:24]>O>[C:23]([O:19][CH2:18][CH2:17][N:14]1[C:15](=[O:16])[C:7]2[C:6](=[O:21])[C:5]3[CH:4]=[CH:3][C:2]([Cl:1])=[CH:11][C:10]=3[NH:9][C:8]=2[C:12]([OH:20])=[N:13]1)(=[O:25])[CH3:24]. Procedure: An orange suspension of 7-chloro-4-hydroxy-2-(2-hydroxyethyl)-1,2,5,10-tetrahydropyridazino[4,5-b]quinoline-1,10-dione (0.250 g, 0.81 mM) in a 30% solution of hydrobromic acid in glacial acetic acid (5 mL) was gently refluxed for 16 hours under nitrogen. The mixture was cooled to room temperature and diluted with water (20 mL) to form a precipitate. The collected solids were washed with water and methanol and then dried to give the title compound (0.242 g, 86%) as a tan solid, mp 307-309° C.; MS... The reactants are FC=1C=CC2=C(OCCN2CCCNC2=CC=C(C=C2)C[C@@H](C(=O)OCC)OCC)C1 ((S)-Ethyl 3-[4-{3-(7-fluoro-3,4-dihydro-2H-benzo[b][1,4]oxazin-4-yl)propylamino}phenyl]-2-ethoxypropanoate), O.[OH-].[Li+] (lithium hydroxide monohydrate). Yields the product FC=1C=CC2=C(OCCN2CCCNC2=CC=C(C=C2)C[C@@H](C(=O)O)OCC)C1 ((S)-3-[4-{3-(7-Fluoro-3,4-dihydro-2H-benzo[b][1,4]oxazin-4-yl)propylamino}phenyl]-2-ethoxypropanoic acid). Isolated yield 94.4%. Reaction SMILES: [F:1][C:2]1[CH:3]=[CH:4][C:5]2[N:10]([CH2:11][CH2:12][CH2:13][NH:14][C:15]3[CH:20]=[CH:19][C:18]([CH2:21][C@H:22]([O:28][CH2:29][CH3:30])[C:23]([O:25]CC)=[O:24])=[CH:17][CH:16]=3)[CH2:9][CH2:8][O:7][C:6]=2[CH:31]=1.O.[OH-].[Li+]>>[F:1][C:2]1[CH:3]=[CH:4][C:5]2[N:10]([CH2:11][CH2:12][CH2:13][NH:14][C:15]3[CH:20]=[CH:19][C:18]([CH2:21][C@H:22]([O:28][CH2:29][CH3:30])[C:23]([OH:25])=[O:24])=[CH:17][CH:16]=3)[CH2:9][CH2:8][O:7][C:6]=2[CH:31]=1 |f:1.2.3|. Procedure details: (S)-Ethyl 3-[4-{3-(7-fluoro-3,4-dihydro-2H-benzo[b][1,4]oxazin-4-yl)propylamino}phenyl]-2-ethoxypropanoate (1.7 g, 1 eq, 3.95 mmol) obtained in example 45, was hydrolyzed using lithium hydroxide monohydrate (249 mg, 1.5 eq, 5.93 mmol), in methanol-THF-water at RT till all the starting material is consumed (4 to 5 h). The reaction mixture was diluted with water, acidified (pH ˜4-5) with dil. HCl and then extracted with ethyl acetate. The ethyl acetate layer was dried over anhydrous sodium sulfate... Reactants: O (water), ON1N=NC2=C1C=CC=C2 (1-Hydroxy-1,2,3-benzotriazole), CN(C)C (trimethylamine), CS(=O)(=O)Cl (methanesulfonyl chloride). Solvent: C(C)(=O)OCC (ethyl acetate), C1=CC=CC=C1 (benzene). Run at time 8 hour. The product is CS(=O)(=O)ON1N=NC2=C1C=CC=C2 (1-methanesulfonyloxy-1,2,3-benzotriazole). Reaction SMILES: [OH:1][N:2]1[C:6]2[CH:7]=[CH:8][CH:9]=[CH:10][C:5]=2[N:4]=[N:3]1.CN(C)C.[CH3:15][S:16](Cl)(=[O:18])=[O:17].O>C1C=CC=CC=1.C(OCC)(=O)C>[CH3:15][S:16]([O:1][N:2]1[C:6]2[CH:7]=[CH:8][CH:9]=[CH:10][C:5]=2[N:4]=[N:3]1)(=[O:18])=[O:17]. Procedure details: 1-Hydroxy-1,2,3-benzotriazole (6.5 g) and trimethylamine (7.0 ml) are dissolved in benzene (50 ml). To the solution is added dropwise methanesulfonyl chloride (3.9 ml) with stirring under ice-cooling and the mixture is stirred for 2 hours and then allowed to stand overnight. To the reaction mixture are added water and ethyl acetate. The ethyl acetate layer is washed with water and dried over anhydrous magnesium sulfate. After drying, the solvent is distilled off. The resulting crystals are washe...